Dataset: the Open Reaction Database (ORD), a public repository of structured organic reaction records. Task: describe an organic reaction: reactants, conditions, products, and yield The reactants are C[C@@H]1CN(CCN1)C1CCCCC2=C1C=CC=C2 ((3R)-3-methyl-1-(6,7,8,9-tetrahydro-5H-benzo[7]annulen-5-yl)piperazine), BrCC(=O)OC (methyl 2-bromoacetate), C(C)(C)N(CC)C(C)C (diisopropylethylamine). Solvent: CC#N (MeCN). Run at time 5 hour. Yields the product C[C@H]1N(CCN(C1)C1CCCCC2=C1C=CC=C2)CC(=O)OC (methyl 2-((R)-2-methyl-4-(6,7,8,9-tetrahydro-5H-benzo[7]annulen-5-yl)piperazin-1-yl)acetate). Yield: 99.7%. As a reaction SMILES: [CH3:1][C@H:2]1[NH:7][CH2:6][CH2:5][N:4]([CH:8]2[C:14]3[CH:15]=[CH:16][CH:17]=[CH:18][C:13]=3[CH2:12][CH2:11][CH2:10][CH2:9]2)[CH2:3]1.Br[CH2:20][C:21]([O:23][CH3:24])=[O:22].C(N(C(C)C)CC)(C)C>CC#N>[CH3:1][C@@H:2]1[CH2:3][N:4]([CH:8]2[C:14]3[CH:15]=[CH:16][CH:17]=[CH:18][C:13]=3[CH2:12][CH2:11][CH2:10][CH2:9]2)[CH2:5][CH2:6][N:7]1[CH2:20][C:21]([O:23][CH3:24])=[O:22]. Reported procedure: To a solution of (3R)-3-methyl-1-(6,7,8,9-tetrahydro-5H-benzo[7]annulen-5-yl)piperazine (620 mg, 2.537 mmol) in MeCN was added methyl 2-bromoacetate (466 mg, 3.044 mmol) followed by diisopropylethylamine (0.884 ml, 5.074 mmol). The reaction mixture was stirred at rt for 5 h. The solvent was evaporated under high vacuum and the residue was loaded on column (SiO2, hexane to hexane/EtOAc=100:10 to 100:20 to 100:30 to 100:40) to give methyl 2-((R)-2-methyl-4-(6,7,8,9-tetrahydro-5H-benzo[7]annulen-5-... Starting materials: CC(=O)[O-], CN(C)C=O, O=[N+]([O-])c1c(Cl)ccnc1Cl, [Cs+]. Product: O=[N+]([O-])c1c(Cl)ccnc1O. Reaction SMILES: [C:12]([O-:13])(=[O:14])[CH3:15].[CH:17]([N:18]([CH3:19])[CH3:20])=[O:21].[Cl:1][c:2]1[n:3][cH:4][cH:5][c:6]([Cl:11])[c:7]1[N+:8](=[O:9])[O-:10].[Cs+:16]>>[c:2]1([OH:14])[n:3][cH:4][cH:5][c:6]([Cl:11])[c:7]1[N+:8](=[O:9])[O-:10]. Starting materials: CC1=C(C=C(C=C1[N+](=O)[O-])C)O (2,5-dimethyl-3-nitrophenol), C([O-])([O-])=O.[K+].[K+] (potassium carbonate), C(C1=CC=CC=C1)Cl (benzyl chloride). Run in CN(C=O)C (dimethyl formamide). Product: CC1=C(C=C(C=C1[N+](=O)[O-])C)OCC1=CC=CC=C1 ((2,5-Dimethyl-3-nitrophenyl)-benzyl ether). As a reaction SMILES: [CH3:1][C:2]1[C:7]([N+:8]([O-:10])=[O:9])=[CH:6][C:5]([CH3:11])=[CH:4][C:3]=1[OH:12].C(=O)([O-])[O-].[K+].[K+].[CH2:19](Cl)[C:20]1[CH:25]=[CH:24][CH:23]=[CH:22][CH:21]=1>CN(C)C=O>[CH3:1][C:2]1[C:7]([N+:8]([O-:10])=[O:9])=[CH:6][C:5]([CH3:11])=[CH:4][C:3]=1[O:12][CH2:19][C:20]1[CH:25]=[CH:24][CH:23]=[CH:22][CH:21]=1 |f:1.2.3|. Reported procedure: A mixture of 433 g. 2,5-dimethyl-3-nitrophenol, 360 g. potassium carbonate, 326 ml. benzyl chloride and 2 liters dimethyl formamide is stirred overnight at 50° C. The reaction mixture is then filtered with suction and the filtrate is evaporated to dryness in a vacuum. The residue is poured on to 4 liters of ice-water and, after suction filtration and drying in the air, there are obtained 668 g. of yellowish crystals; m.p. 66°-68° C. Starting materials: C(C1=CC=CC=C1)OC1=C(N=C2N(C1=O)CCCC2)C(=O)OC (Methyl 3-(benzyloxy)-4-oxo-6,7,8,9-tetrahydro-4H-pyrido[1,2-a]pyrimidine-2-carboxylate). The reagents and catalysts are [Pd] (Pd/C). Run in CO (MeOH). Reaction conditions: time 3.5 hour. Yields the product OC1=C(N=C2N(C1=O)CCCC2)C(=O)OC (methyl 3-hydroxy-4-oxo-6,7,8,9-tetrahydro-4H-pyrido[1,2-a]pyrimidine-2-carboxylate). RXN SMILES: C([O:8][C:9]1[C:14](=[O:15])[N:13]2[CH2:16][CH2:17][CH2:18][CH2:19][C:12]2=[N:11][C:10]=1[C:20]([O:22][CH3:23])=[O:21])C1C=CC=CC=1>CO.[Pd]>[OH:8][C:9]1[C:14](=[O:15])[N:13]2[CH2:16][CH2:17][CH2:18][CH2:19][C:12]2=[N:11][C:10]=1[C:20]([O:22][CH3:23])=[O:21]. Procedure: Intermediate methyl 3-(benzyloxy)-4-oxo-6,7,8,9-tetrahydro-4H-pyrido[1,2a]pyrimidine-2-carboxylate prepared in Step 2b was dissolved in MeOH and catalytic 10% Pd/C was added at room temperature. The mixture was stirred under H2 atmosphere for 3.5 hours. Filtration of the catalyst and evaporation of methanol gave a residue to which diethyl ether was added; filtration afforded methyl 3-hydroxy-4-oxo-6,7,8,9-tetrahydro-4H-pyrido[1,2-a]pyrimidine-2-carboxylate as a pale brown solid with the spectros... The reactants are C(C)O (ethanol), C(C)OC(=O)CCCOC=1C=C2C=CC(NC2=CC1)=O (6-(3-ethoxycarbonylpropoxy)carbostyril), CC[O-].[Na+] (sodium ethylate), OCCNC1CCCCC1 (N-(2-hydroxyethyl)cyclohexylamine), 110. Solvent: C(Cl)(Cl)Cl (chloroform). Yields the product OCCN(C(=O)CCCOC=1C=C2C=CC(NC2=CC1)=O)C1CCCCC1 (6-{3-[N-(2-hydroxyethyl)-N-cyclohexylaminocarbonyl]propoxy}carbostyril). RXN SMILES: C(O)C.C(O[C:7]([CH2:9][CH2:10][CH2:11][O:12][C:13]1[CH:14]=[C:15]2[C:20](=[CH:21][CH:22]=1)[NH:19][C:18](=[O:23])[CH:17]=[CH:16]2)=[O:8])C.CC[O-].[Na+].[OH:28][CH2:29][CH2:30][NH:31][CH:32]1[CH2:37][CH2:36][CH2:35][CH2:34][CH2:33]1>C(Cl)(Cl)Cl>[OH:28][CH2:29][CH2:30][N:31]([CH:32]1[CH2:37][CH2:36][CH2:35][CH2:34][CH2:33]1)[C:7]([CH2:9][CH2:10][CH2:11][O:12][C:13]1[CH:14]=[C:15]2[C:20](=[CH:21][CH:22]=1)[NH:19][C:18](=[O:23])[CH:17]=[CH:16]2)=[O:8] |f:2.3|. Reported procedure: Into 100 ml of ethanol were added 2.7 g of 6-(3-ethoxycarbonylpropoxy)carbostyril, 0.5 g of sodium ethylate and 5 ml of N-(2-hydroxyethyl)cyclohexylamine and reacted in an autoclave under a pressure of 110 atomospher at 140°-150° C. for 6 hours. After the reaction was completed, the reaction mixture was cooled and was concentrated under a reduced pressure. The residue thus obtained was dissolved in 200 ml of chloroform and washed with 1% K2CO3 aqueous solution, a diluted hydrochloric acid and wa... The product is BrC=1C=CC(=C(C1)[C@@]12N=C(SC[C@@H]1C[C@@H](OC2)CO)NC(C2=CC=CC=C2)=O)F (N-[(4aR,6R,8aS)-8a-(5-bromo-2-fluorophenyl)-6-(hydroxymethyl)-4,4a,5,6,8,8a-hexahydropyrano[3,4-d][1,3]thiazin-2-yl]benzamide). Conditions: temperature 0 celsius, time 10 minute. As a reaction SMILES: B(Cl)(Cl)Cl.C([O:12][CH2:13][C@@H:14]1[O:32][CH2:31][C@:17]2([C:33]3[CH:38]=[C:37]([Br:39])[CH:36]=[CH:35][C:34]=3[F:40])[N:18]=[C:19]([NH:22][C:23](=[O:30])[C:24]3[CH:29]=[CH:28][CH:27]=[CH:26][CH:25]=3)[S:20][CH2:21][C@@H:16]2[CH2:15]1)C1C=CC=CC=1>ClCCl>[Br:39][C:37]1[CH:36]=[CH:35][C:34]([F:40])=[C:33]([C@:17]23[CH2:31][O:32][C@@H:14]([CH2:13][OH:12])[CH2:15][C@H:16]2[CH2:21][S:20][C:19]([NH:22][C:23](=[O:30])[C:24]2[CH:25]=[CH:26][CH:27]=[CH:28][CH:29]=2)=[N:18]3)[CH:38]=1. Reported procedure: Boron trichloride (45.8 mL, 45.8 mmol) was added to a solution of N-[(4aR,6R,8aS)-6-[(benzyloxy)methyl]-8a-(5-bromo-2-fluorophenyl)-4,4a,5,6,8,8a-hexahydropyrano[3,4-d][1,3]thiazin-2-yl]benzamide (C32) (8.70 g, 15.3 mmol) in dichloromethane (76 mL) at 0° C., while maintaining the internal temperature below 5° C. The heterogeneous mixture was allowed to stir for 10 minutes at 0° C. and then at room temperature for 16 hours. The reaction mixture was then quenched by drop-wise addition of methanol ... Solvent: ClCCl (dichloromethane). Reactants: B(Cl)(Cl)Cl (Boron trichloride), C(C1=CC=CC=C1)OC[C@H]1C[C@@H]2[C@@](N=C(SC2)NC(C2=CC=CC=C2)=O)(CO1)C1=C(C=CC(=C1)Br)F (N-[(4aR,6R,8aS)-6-[(benzyloxy)methyl]-8a-(5-bromo-2-fluorophenyl)-4,4a,5,6,8,8a-hexahydropyrano[3,4-d][1,3]thiazin-2-yl]benzamide).